Dataset: the Open Reaction Database (ORD), a public repository of structured organic reaction records. Task: describe an organic reaction: reactants, conditions, products, and yield The product is Cc1cc(N=C=S)ncc1Cl. As a reaction SMILES: [C:10](=[S:11])([n:12]1[cH:13][cH:14][cH:15][cH:16][c:17]1=[O:18])[n:19]1[cH:20][cH:21][cH:22][cH:23][c:24]1=[O:25].[Cl:1][c:2]1[c:3]([CH3:9])[cH:4][c:5]([NH2:8])[n:6][cH:7]1.[Cl:26][CH2:27][Cl:28]>>[Cl:1][c:2]1[c:3]([CH3:9])[cH:4][c:5]([N:8]=[C:10]=[S:11])[n:6][cH:7]1. The reactants are O=c1ccccn1C(=S)n1ccccc1=O, Cc1cc(N)ncc1Cl, ClCCl.